Dataset: the Open Reaction Database (ORD), a public repository of structured organic reaction records. Task: describe an organic reaction: reactants, conditions, products, and yield The reactants are C(C)[Zn]CC (Diethyl zinc), solution, Pd(dppf), C(=O)C=1C=C(C(=O)O)C=C(C1)Br (3-formyl-5-bromo-benzoic acid). Run in C1(=CC=CC=C1)C (toluene), O1CCOCC1 (dioxane). Run at temperature 75 celsius, time 1 hour. The product is C(=O)C=1C=C(C(=O)O)C=C(C1)CC (3-formyl-5-ethyl-benzoic acid), resin. Reaction SMILES: [CH:1]([C:3]1[CH:4]=[C:5]([CH:9]=[C:10](Br)[CH:11]=1)[C:6]([OH:8])=[O:7])=[O:2].[CH2:13]([Zn]CC)[CH3:14]>O1CCOCC1.C1(C)C=CC=CC=1>[CH:1]([C:3]1[CH:4]=[C:5]([CH:9]=[C:10]([CH2:13][CH3:14])[CH:11]=1)[C:6]([OH:8])=[O:7])=[O:2]. Procedure: Under nitrogen, Pd(dppf) (97 mg, 0.119 mmol) was added to a stirred solution of 3-formyl-5-bromo-benzoic acid (3.00 g, 11.92 mmol) in dioxane (100 mL). Diethyl zinc (14.7 g, 17.9 mmol, as a 15% solution in toluene) was added and the mixture was stirred at 75° C. for 1 h. The reaction was quenched by adding water (5 mL) and the solvent was evaporated to a volume of about 50 mL. The mixture was basified by adding sat. aq. ammonia (1 mL). The mixture was filtered and the filtrate was acidified by a... Starting materials: CC(=O)C (acetone), OCC(=O)[C@@H](O)[C@H](O)[C@H](O)CO (fructose), [OH-].[Na+] (sodium hydroxide), S(O)(O)(=O)=O (sulfuric acid), OCC(=O)[C@@H](O)[C@H](O)[C@H](O)CO (D-fructose), COC(C)(C)C (t-butyl methyl ether). The solvent is CCCCCC (hexane), C(C)(C)O (isopropanol). Run at temperature 5 celsius, time 1 hour. Yields the product CC1(O[C@@H]2CO[C@@]3([C@H]([C@@H]2O1)OC(O3)(C)C)CO)C (2,3:4,5-bis-O-(1-methylethylidene)-β-D-fructopyranose). Yield: 62.4%. As a reaction SMILES: [CH3:1][C:2]([CH3:4])=[O:3].S(=O)(=O)(O)O.[OH:10][CH2:11][C:12]([C@H:14]([C@@H:16]([C@@H:18]([CH2:20][OH:21])O)[OH:17])[OH:15])=[O:13].[OH-].[Na+].CO[C:26](C)([CH3:28])[CH3:27]>CCCCCC.C(O)(C)C>[CH3:1][C:2]1([CH3:4])[O:17][C@@H:16]2[C@@H:18]([CH2:20][O:21][C@@:12]3([CH2:11][OH:10])[O:13][C:26]([CH3:28])([CH3:27])[O:15][C@H:14]32)[O:3]1 |f:3.4|. Procedure: Under nitrogen, acetone (144.0 L, 113.0 kg, 1946 mol) was cooled to 0°-10° C. With stirring, concentrated sulfuric acid (7.2 L, 13.2 kg, 135.6 mol) was added gradually (approx. 0.5 h) so that the temperature did not exceed 20° C. (jacket temperature at -15° C.). External cooling was discontinued and D-fructose (12.0 kg, 66.6 mol) was added gradually (in 2.0 kg portions) over 2 h while maintaining the temperature between 8°-15° C. The suspension was stirred at room temperature for an additional 2... Starting materials: ClC1=CC=C2CC(NC2=C1)=O (6-chlorooxindole), N1CCCC1 (pyrrolidine), C(C)(C)(C)OC(=O)N1CCN(CC1)C1=C(C=C(C=C1)Cl)C=O (4-(4-chloro-2-formyl-phenyl)-piperazine-1-carboxylic acid tert-butyl ester). The solvent is CO (methanol). Product: C(C)(C)(C)OC(=O)N1CCN(CC1)C1=C(C=C(C=C1)Cl)\C=C\1/C(NC2=CC(=CC=C12)Cl)=O (Z-4-[4-chloro-2-(6-chloro-2-oxo-1,2-dihydro-indol-3-ylidenemethyl)-phenyl]-piperazine-1-carboxylic acid tert-butyl ester). Isolated yield 92.8%. RXN SMILES: [C:1]([O:5][C:6]([N:8]1[CH2:13][CH2:12][N:11]([C:14]2[CH:19]=[CH:18][C:17]([Cl:20])=[CH:16][C:15]=2[CH:21]=O)[CH2:10][CH2:9]1)=[O:7])([CH3:4])([CH3:3])[CH3:2].[Cl:23][C:24]1[CH:32]=[C:31]2[C:27]([CH2:28][C:29](=[O:33])[NH:30]2)=[CH:26][CH:25]=1.N1CCCC1>CO>[C:1]([O:5][C:6]([N:8]1[CH2:9][CH2:10][N:11]([C:14]2[CH:19]=[CH:18][C:17]([Cl:20])=[CH:16][C:15]=2/[CH:21]=[C:28]2\[C:29](=[O:33])[NH:30][C:31]3[C:27]\2=[CH:26][CH:25]=[C:24]([Cl:23])[CH:32]=3)[CH2:12][CH2:13]1)=[O:7])([CH3:4])([CH3:3])[CH3:2]. Reported procedure: In a manner similar to the method described in Example 1b, 4-(4-chloro-2-formyl-phenyl)-piperazine-1-carboxylic acid tert-butyl ester (8 g, 25 mmol) was reacted with 6-chlorooxindole (4.1 g, 25 mmol) and pyrrolidine (1.8 g, 25 mmol) in methanol (50 mL) to give the title compound as a yellow solid (11 g). Reactants: BrC1=CC=C(C(=C1C=O)F)CCC (6-bromo-2-fluoro-3-propylbenzaldehyde), C(C)OC1=C(C(=C(C=C1)B(O)O)C=O)F ((4-ethoxy-3-fluoro-2-formylphenyl)boronic acid), C([O-])([O-])=O.[Na+].[Na+] (sodium carbonate), C1(=CC=CC=C1)C (toluene). Reagents/catalysts: CCCC[N+](CCCC)(CCCC)CCCC.[Br-] (TBAB), C=1C=CC(=CC1)[P](C=2C=CC=CC2)(C=3C=CC=CC3)[Pd]([P](C=4C=CC=CC4)(C=5C=CC=CC5)C=6C=CC=CC6)([P](C=7C=CC=CC7)(C=8C=CC=CC8)C=9C=CC=CC9)[P](C=1C=CC=CC1)(C=1C=CC=CC1)C=1C=CC=CC1 (tetrakis(triphenylphosphine)palladium). Solvent: O (water), C(C)O (ethanol). The product is C(C)OC=1C(=C(C(=CC1)C=1C(=C(C(=CC1)CCC)F)C=O)C=O)F (4-ethoxy-3,3′-difluoro-4′-propyl-[1,1′-biphenyl]-2,2′-dicarboaldehyde). Isolated yield 80.5%. RXN SMILES: Br[C:2]1[C:7]([CH:8]=[O:9])=[C:6]([F:10])[C:5]([CH2:11][CH2:12][CH3:13])=[CH:4][CH:3]=1.[CH2:14]([O:16][C:17]1[CH:22]=[CH:21][C:20](B(O)O)=[C:19]([CH:26]=[O:27])[C:18]=1[F:28])[CH3:15].C(=O)([O-])[O-].[Na+].[Na+].C1(C)C=CC=CC=1>CCCC[N+](CCCC)(CCCC)CCCC.[Br-].C1C=CC([P]([Pd]([P](C2C=CC=CC=2)(C2C=CC=CC=2)C2C=CC=CC=2)([P](C2C=CC=CC=2)(C2C=CC=CC=2)C2C=CC=CC=2)[P](C2C=CC=CC=2)(C2C=CC=CC=2)C2C=CC=CC=2)(C2C=CC=CC=2)C2C=CC=CC=2)=CC=1.O.C(O)C>[CH2:14]([O:16][C:17]1[C:18]([F:28])=[C:19]([CH:26]=[O:27])[C:20]([C:2]2[C:7]([CH:8]=[O:9])=[C:6]([F:10])[C:5]([CH2:11][CH2:12][CH3:13])=[CH:4][CH:3]=2)=[CH:21][CH:22]=1)[CH3:15] |f:2.3.4,6.7,^1:63,65,84,103|. Procedure: Under a nitrogen atmosphere, a mixture of compound (51) (4.9 g, 19.99 mmol), compound (55) (4.9 g, 23.12 mmol), tetrakis(triphenylphosphine)palladium (0.23 g, 0.199 mmol), sodium carbonate (4.9 g, 46.23 mmol) and TBAB (0.96 g, 2.978 mmol) was refluxed in a toluene (30 mL)-ethanol (20 mL)-water (50 mL) solvent for 5 hours. The reaction mixture was extracted with 30 mL of toluene three times. Combined organic layers were washed with a saturated aqueous solution of sodium hydrogencarbonate, water a... The reactants are NN1CCN(Cc2ccccc2)CC1, C1CCOC1, CC1CCOC1=O, [Cl-], [Cl-], [H-], [Na+], O=S(Cl)Cl, [Zn+2]. Product: CC1CCN(N2CCN(Cc3ccccc3)CC2)C1=O. RXN SMILES: [CH2:12]([c:13]1[cH:14][cH:15][cH:16][cH:17][cH:18]1)[N:19]1[CH2:20][CH2:21][N:22]([NH2:25])[CH2:23][CH2:24]1.[CH2:28]1[O:29][CH2:30][CH2:31][CH2:32]1.[CH3:1][CH:2]1[C:3](=[O:7])[O:4][CH2:5][CH2:6]1.[Cl-:33].[Cl-:35].[H-:26].[Na+:27].[S:8]([Cl:9])([Cl:10])=[O:11].[Zn+2:34]>>[CH3:1][CH:2]1[C:3](=[O:4])[N:25]([N:22]2[CH2:21][CH2:20][N:19]([CH2:12][c:13]3[cH:14][cH:15][cH:16][cH:17][cH:18]3)[CH2:24][CH2:23]2)[CH2:5][CH2:6]1. Product: COC/C=C/C=1C(=CC(=NC1)NC=1N=CC(=NC1)C#N)NC1CCN(CC1)C ((E)-5-(5-(3-methoxyprop-1-enyl)-4-(1-methylpiperidin-4-ylamino)pyridin-2-ylamino)pyrazine-2-carbonitrile). Solvent: O1CCOCC1 (dioxane). RXN SMILES: [CH3:1][O:2][CH2:3]/[CH:4]=[CH:5]/[C:6]1[C:7]([NH:13][CH:14]2[CH2:19][CH2:18][N:17]([CH3:20])[CH2:16][CH2:15]2)=[CH:8][C:9]([NH2:12])=[N:10][CH:11]=1.Br[C:22]1[C:27]([C:28]#[N:29])=[N:26][CH:25]=[CH:24][N:23]=1.C1C=CC(P(C2C(C3C(P(C4C=CC=CC=4)C4C=CC=CC=4)=CC=C4C=3C=CC=C4)=C3C(C=CC=C3)=CC=2)C2C=CC=CC=2)=CC=1.CC(C)([O-])C.[Na+]>O1CCOCC1>[CH3:1][O:2][CH2:3]/[CH:4]=[CH:5]/[C:6]1[C:7]([NH:13][CH:14]2[CH2:15][CH2:16][N:17]([CH3:20])[CH2:18][CH2:19]2)=[CH:8][C:9]([NH:12][C:24]2[N:23]=[CH:22][C:27]([C:28]#[N:29])=[N:26][CH:25]=2)=[N:10][CH:11]=1 |f:3.4|. The reactants are COC/C=C/C=1C(=CC(=NC1)N)NC1CCN(CC1)C ((E)-5-(3-methoxyprop-1-enyl)-N4-(1-methylpiperidin-4-yl)pyridine-2,4-diamine), BrC1=NC=CN=C1C#N (2-bromo-cyanopyrazine), C=1C=CC(=CC1)P(C=2C=CC=CC2)C3=CC=C4C=CC=CC4=C3C5=C6C=CC=CC6=CC=C5P(C=7C=CC=CC7)C=8C=CC=CC8 (BINAP), CC(C)([O-])C.[Na+] (sodium tert-butoxide). Conditions: temperature 90 celsius. Reported procedure: A solution of (E)-5-(3-methoxyprop-1-enyl)-N4-(1-methylpiperidin-4-yl)pyridine-2,4-diamine (0.090 g, 0.32 mmol), 2-bromo-cyanopyrazine (0.060 g, 0.32 mmol), BINAP (0.007 g, 0.02 mmol), sodium tert-butoxide (0.043 g, 0.45 mmol), tris(dibenzylideneacetone)dipalladium chloroform complex (0.013 g, 0.01 mmol) in dioxane (3 mL) was stirred at room temperature under nitrogen for 10 min, then heated for 30 min at 90° C. under microwave irradiation. The crude reaction mixture was purified by ion exchange... Yield: 3.3%.